From a dataset of the Open Reaction Database (ORD), a public repository of structured organic reaction records. describe an organic reaction: reactants, conditions, products, and yield Reactants: NC1=C(C=C(C=C1)OCCN1CCCCC1)N[C@H]1CC[C@H](CC1)C(=O)NC(C)C (cis-4-(2-amino-5-(2-(piperidin-1-yl)ethoxy)phenylamino)-N-isopropylcyclohexanecarboxamide), FC1=CC=C(C(=O)/N=C\2/N(C3=C(C=NC(=C3)OCCOC)N2)[C@@H]2CC[C@@H](CC2)C(NC(C)C)=O)C=C1 ((E)-4-fluoro-N-(1-(cis-4-(isopropylcarbamoyl)cyclohexyl)-6-(2-methoxyethoxy)-1H-imidazo[4,5-c]pyridin-2(3H)-ylidene)benzamide). Yields the product FC1=CC=C(C(=O)/N=C/2\NC3=C(N2[C@@H]2CC[C@@H](CC2)C(NC(C)C)=O)C=C(C=C3)OCCN3CCCCC3)C=C1 ((E)-4-Fluoro-N-(1-(cis-4-(isopropylcarbamoyl)cyclohexyl)-6-(2-(piperidin-1-yl)ethoxy)-1H-benzo[d]imidazol-2(3H)-ylidene)benzamide), solid. Yield: 15.0%. RXN SMILES: [NH2:1][C:2]1[CH:7]=[CH:6][C:5]([O:8][CH2:9][CH2:10][N:11]2[CH2:16][CH2:15][CH2:14][CH2:13][CH2:12]2)=[CH:4][C:3]=1[NH:17][C@@H:18]1[CH2:23][CH2:22][C@H:21]([C:24]([NH:26][CH:27]([CH3:29])[CH3:28])=[O:25])[CH2:20][CH2:19]1.[F:30][C:31]1[CH:65]=[CH:64][C:34]([C:35](/[N:37]=[C:38]2/N([C@H]3CC[C@@H](C(=O)NC(C)C)CC3)C3C=C(OCCOC)N=CC=3N/2)=[O:36])=[CH:33][CH:32]=1>>[F:30][C:31]1[CH:32]=[CH:33][C:34]([C:35](/[N:37]=[C:38]2\[NH:1][C:2]3[CH:7]=[CH:6][C:5]([O:8][CH2:9][CH2:10][N:11]4[CH2:12][CH2:13][CH2:14][CH2:15][CH2:16]4)=[CH:4][C:3]=3[N:17]\2[C@H:18]2[CH2:19][CH2:20][C@@H:21]([C:24](=[O:25])[NH:26][CH:27]([CH3:29])[CH3:28])[CH2:22][CH2:23]2)=[O:36])=[CH:64][CH:65]=1. Procedure: The title compound was prepared from cis-4-(2-amino-5-(2-(piperidin-1-yl)ethoxy)phenylamino)-N-isopropylcyclohexanecarboxamide using a procedure analogous to that used in the preparation of (E)-4-fluoro-N-(1-(cis-4-(isopropylcarbamoyl)cyclohexyl)-6-(2-methoxyethoxy)-1H-imidazo[4,5-c]pyridin-2(3H)-ylidene)benzamide. The product was isolated as an off-white solid (96 mg, 15% yield). M/Z calc'd for C31H40FN5O3: 549.68. found 550 [M+H]. Reactants: BrC=1C(=C2C=CNC2=C(N1)Br)OC (5,7-dibromo-4-methoxy-6-azaindole), NN (hydrazine). Reagents/catalysts: [Pd] (Pd/C). Solvent: CCO (EtOH). Yields the product COC1=C2C=CNC2=CN=C1 (4-methoxy-6-azaindole). Yield: 87.8%. As a reaction SMILES: Br[C:2]1[C:3]([O:12][CH3:13])=[C:4]2[C:8](=[C:9](Br)[N:10]=1)[NH:7][CH:6]=[CH:5]2.NN>CCO.[Pd]>[CH3:13][O:12][C:3]1[CH:2]=[N:10][CH:9]=[C:8]2[C:4]=1[CH:5]=[CH:6][NH:7]2. Procedure: A solution of 5,7-Dibromo-4-methoxy-6-azaindole 36 (680 mg, 2.22 mmol), 5% Pd/C (350 mg, 0.17 mmol) and hydrazine (2.5 mL, 80 mmol) in EtOH was heated at reflux for 1 h. The reaction mixture was allowed to cool to rt, filtered through celite and the filtrate concentrated. Aqueous NH4OH (11% in H2O, 45 mL) was added to the residue and the solution was extracted with CH2Cl2 (3×30 mL). The combined organics were dried (MgSO4), filtered and concentrated to yield 4-methoxy-6-azaindole 37 (290 mg, 1.9... Reactants: C(C1=CC=CC=C1)N(C1=C(C(=CC=C1)NS(=O)(=O)C)C)CC1=CC=C(OC2=CC=C(OCCCCC(=O)O)C=C2)C=C1 (5-(4-{4-[(benzyl{2-methyl-3-[(methylsulfonyl)amino]phenyl}amino)methyl]phenoxy}phenoxy)pentanoic acid), Cl.COC([C@@H](N)CCC(=O)OC)=O (L-glutamic acid dimethyl ester hydrochloride). Product: C(C1=CC=CC=C1)N(C1=C(C(=CC=C1)NS(=O)(=O)C)C)CC1=CC=C(OC2=CC=C(OCCCCC(=O)N[C@@H](CCC(=O)O)C(=O)O)C=C2)C=C1 (N-[5-(4-{4-[(benzyl{2-methyl-3-[(methylsulfonyl)amino]phenyl}amino)methyl]phenoxy}phenoxy)pentanoyl]-L-glutamic acid). Reaction SMILES: [CH2:1]([N:8]([CH2:21][C:22]1[CH:42]=[CH:41][C:25]([O:26][C:27]2[CH:40]=[CH:39][C:30]([O:31][CH2:32][CH2:33][CH2:34][CH2:35][C:36](O)=[O:37])=[CH:29][CH:28]=2)=[CH:24][CH:23]=1)[C:9]1[CH:14]=[CH:13][CH:12]=[C:11]([NH:15][S:16]([CH3:19])(=[O:18])=[O:17])[C:10]=1[CH3:20])[C:2]1[CH:7]=[CH:6][CH:5]=[CH:4][CH:3]=1.Cl.C[O:45][C:46](=[O:55])[C@H:47]([CH2:49][CH2:50][C:51]([O:53]C)=[O:52])[NH2:48]>>[CH2:1]([N:8]([CH2:21][C:22]1[CH:23]=[CH:24][C:25]([O:26][C:27]2[CH:28]=[CH:29][C:30]([O:31][CH2:32][CH2:33][CH2:34][CH2:35][C:36]([NH:48][C@H:47]([C:46]([OH:45])=[O:55])[CH2:49][CH2:50][C:51]([OH:53])=[O:52])=[O:37])=[CH:39][CH:40]=2)=[CH:41][CH:42]=1)[C:9]1[CH:14]=[CH:13][CH:12]=[C:11]([NH:15][S:16]([CH3:19])(=[O:17])=[O:18])[C:10]=1[CH3:20])[C:2]1[CH:3]=[CH:4][CH:5]=[CH:6][CH:7]=1 |f:1.2|. Procedure: The product from Example 234B and L-glutamic acid dimethyl ester hydrochloride were processed as described in Example 251A and B to provide the titled compound. 1H NMR (500 MHz, DMSO-d6) δ11.60-13.04 (br.s, 2 H), 8.94 (s, 1 H), 8.06 (d, 1 H), 7.23 (m, 7 H), 7.03 (t, 1 H), 6.95 (m, 6 H), 6.82 (d, 2 H), 4.21 (m, 1 H), 4.04 (s, 2 H), 4.00 (s, 2 H), 3.93 (t, 2 H), 2.91 (s, 3 H), 2.39 (s, 3 H), 2.28 (m, 2 H), 2.19 (t, 2 H), 1.96 (m, 1 H), 1.60-1.82 (m, 5 H); MS (ESI+) m/z 718 (M+H)+. The reactants are CN1N=C(C=C1C)CN1N=C(C2=C(C=CC=C12)[N+](=O)[O-])C=C (1-((1,5-dimethyl-1H-pyrazol-3-yl)methyl)-4-nitro-3-vinyl-1H-indazole). Reagents/catalysts: [OH-].[OH-].[Pd+2] (palladium hydroxide on carbon). Solvent: CCO.C(Cl)Cl (EtOH DCM). Conditions: time 3 hour. The product is CN1N=C(C=C1C)CN1N=C(C=2C(=CC=CC12)N)CC (1-((1,5-dimethyl-1H-pyrazol-3-yl)methyl)-3-ethyl-1H-indazol-4-amine). Isolated yield 93.4%. Reaction SMILES: [CH3:1][N:2]1[C:6]([CH3:7])=[CH:5][C:4]([CH2:8][N:9]2[C:17]3[C:12](=[C:13]([N+:18]([O-])=O)[CH:14]=[CH:15][CH:16]=3)[C:11]([CH:21]=[CH2:22])=[N:10]2)=[N:3]1>CCO.C(Cl)Cl.[OH-].[OH-].[Pd+2]>[CH3:1][N:2]1[C:6]([CH3:7])=[CH:5][C:4]([CH2:8][N:9]2[C:17]3[CH:16]=[CH:15][CH:14]=[C:13]([NH2:18])[C:12]=3[C:11]([CH2:21][CH3:22])=[N:10]2)=[N:3]1 |f:1.2,3.4.5|. Reported procedure: To 1-((1,5-dimethyl-1H-pyrazol-3-yl)methyl)-4-nitro-3-vinyl-1H-indazole (5.15 g, 17.3 mmol) in EtOH/DCM (100 mL/10 mL) was cautiously added palladium hydroxide on carbon (2.2 g, 20% wt). The reaction mixture was purged with nitrogen and hydrogen three times each. The reaction was agitated under H2 (45 psi) for 3 hours. The system was evacuated and purged with nitrogen. The mixture was filtered through Celite and the filter pad was washed with MeOH/DCM (10:1, 300 mL). The solution was concentrate... Reactants: [N+](=O)([O-])C1=CC=C(C(=O)O[C@@H]2CN(CC2)CCC2=CC=C(C=C2)OC)C=C1 ((S)-3-(4-Nitrobenzoyloxy)-1-(4-methoxyphenethyl)pyrrolidine), O (water), [Li+].[OH-] (LiOH), O1CCCC1 (tetrahydrofuran). Run in CO (methanol). Conditions: time 1 hour. The product is O[C@@H]1CN(CC1)CCC1=CC=C(C=C1)OC ((S)-3-hydroxy-1-(4-methoxyphenethyl)pyrrolidine), oil. Yield: 91.0%. RXN SMILES: [N+](C1C=CC(C([O:10][C@H:11]2[CH2:15][CH2:14][N:13]([CH2:16][CH2:17][C:18]3[CH:23]=[CH:22][C:21]([O:24][CH3:25])=[CH:20][CH:19]=3)[CH2:12]2)=O)=CC=1)([O-])=O.O1CCCC1.O.[Li+].[OH-]>CO>[OH:10][C@H:11]1[CH2:15][CH2:14][N:13]([CH2:16][CH2:17][C:18]2[CH:19]=[CH:20][C:21]([O:24][CH3:25])=[CH:22][CH:23]=2)[CH2:12]1 |f:3.4|. Reported procedure: (S)-3-(4-Nitrobenzoyloxy)-1-(4-methoxyphenethyl)pyrrolidine (1.00 g, 2.70 mmol) was dissolved in methanol (20 ml), tetrahydrofuran (20 ml) and water (10 ml). 4 M-LiOH (3 ml) was added dropwise in the obtained solution, and they were stirred at room temperature for 1 hour. The solvent was evaporated under reduced pressure, and then the residue was distributed in water and ether. The organic layer was dried, and the solvent was evaporated under reduced pressure to obtain (S)-3-hydroxy-1-(4-methoxy...